Dataset: the Open Reaction Database (ORD), a public repository of structured organic reaction records. Task: describe an organic reaction: reactants, conditions, products, and yield Reported procedure: A reaction mixture was prepared containing 630 mg. of dl-5-amino-4,5,6,7-tetrahydro-1H-indazole dihydrochloride and its 2H tautomer dihydrochloride 410 mg. of sodium acetate, and 75 ml. of ethanol. To this mixture was added 380 mg. of sodium cyanoborohydride followed by 1 ml. of 37% aqueous formalin. The resulting mixture was stirred at ambient temperature for about 17 hours, after which time it was poured into an ice-1N aqueous hydrochloric acid mixture. The aqueous layer was extracted with chl... Reaction SMILES: [CH3:1][O:2][C:3]1[CH:8]=[C:7]([CH2:9][NH:10][CH2:11][CH2:12][CH2:13][NH:14][CH2:15][CH2:16][CH2:17][CH2:18][NH:19][CH2:20][CH2:21][CH2:22][NH2:23])[CH:6]=[CH:5][C:4]=1[OH:24].Cl.Cl.N[N:28]1[C:36]2[CH2:35][CH2:34][CH2:33][CH2:32][C:31]=2[CH:30]=[N:29]1.[C:37]1([NH2:48])[C:42](F)=[C:41](F)[C:40](F)=[C:39](N)[C:38]=1F.Cl.Cl.C([O-])(=O)C.[Na+].C([BH3-])#N.[Na+].C=O>C(O)C>[CH3:1][O:2][C:3]1[CH:8]=[C:7]([CH2:9][NH:10][CH2:11][CH2:12][CH2:13][NH:14][CH2:15][CH2:16][CH2:17][CH2:18][NH:19][CH2:20][CH2:21][CH2:22][NH2:23])[CH:6]=[CH:5][C:4]=1[OH:24].[CH3:13][N:14]([N:48]1[C:37]2[CH2:38][CH2:39][CH2:40][CH2:41][C:42]=2[CH:36]=[N:28]1)[CH3:15].[CH3:1][O:2][C:3]1[CH:8]=[C:7]([CH2:9][NH:10][CH2:11][CH2:12][CH2:13][NH:14][CH2:15][CH2:16][CH2:17][CH2:18][NH:19][CH2:20][CH2:21][CH2:22][NH2:23])[CH:6]=[CH:5][C:4]=1[OH:24].[CH3:9][N:10]([N:29]1[CH:30]=[C:31]2[C:36]([CH2:35][CH2:34][CH2:33][CH2:32]2)=[N:28]1)[CH3:11] |f:0.1.2.3,4.5.6,7.8,9.10,13.14,15.16|. Solvent: C(C)O (ethanol). Run at time 17 hour. Reactants: C(#N)[BH3-].[Na+] (sodium cyanoborohydride), C(C)(=O)[O-].[Na+] (sodium acetate), ice, COC1=C(C=CC(=C1)CNCCCNCCCCNCCCN)O.Cl.Cl.NN1N=CC=2CCCCC12 (dl-5 amino-4,5,6,7-tetrahydro-1H-indazole dihydrochloride), C1(=C(C(=C(C(=C1F)F)F)N)F)N.Cl.Cl (dihydrochloride), C=O (formalin). Product: COC1=C(C=CC(=C1)CNCCCNCCCCNCCCN)O.CN(C)N1N=CC=2CCCCC12 (dl-5 dimethylamino-4,5,6,7-tetrahydro-1H-indazole), COC1=C(C=CC(=C1)CNCCCNCCCCNCCCN)O.CN(C)N1N=C2CCCCC2=C1 (dl-5 dimethylamino-4,5,6,7-tetrahydro-2H-indazole). Product: CC(C)(Nc1cccc(C2Nc3ccc(S(C)(=O)=O)cc3CC2(C)C)c1)C(=O)O. The reactants are COC(=O)C(C)(C)Nc1cccc(C2Nc3ccc(S(C)(=O)=O)cc3CC2(C)C)c1, Cl, [Li+], C1CCOC1, [OH-], O. RXN SMILES: [CH3:1][O:2][C:3]([C:4]([CH3:5])([CH3:6])[NH:7][c:8]1[cH:9][c:10]([CH:14]2[NH:15][c:16]3[cH:17][cH:18][c:19]([S:26](=[O:27])(=[O:28])[CH3:29])[cH:20][c:21]3[CH2:22][C:23]2([CH3:24])[CH3:25])[cH:11][cH:12][cH:13]1)=[O:30].[ClH:31].[Li+:37].[O:32]1[CH2:33][CH2:34][CH2:35][CH2:36]1.[OH-:38].[OH2:39]>>[O:2]=[C:3]([C:4]([CH3:5])([CH3:6])[NH:7][c:8]1[cH:9][c:10]([CH:14]2[NH:15][c:16]3[cH:17][cH:18][c:19]([S:26](=[O:27])(=[O:28])[CH3:29])[cH:20][c:21]3[CH2:22][C:23]2([CH3:24])[CH3:25])[cH:11][cH:12][cH:13]1)[OH:30]. Starting materials: CNN (Methylhydrazine), C(C)OC(=CC(=O)OCC)OCC (ethyl 3,3-diethoxyacrylate), O (water), S(O)(O)(=O)=O (sulfuric acid). The solvent is C(C)O (ethanol), [Cl-].[Na+].O (brine). Product: C(C)OC=1CC(N(N1)C)=O (5-ethoxy-2,4-dihydro-2-methyl-3H-pyrazol-3-one). Isolated yield 42.5%. Reaction SMILES: [CH3:1][NH:2][NH2:3].[CH2:4]([O:6][C:7](OCC)=[CH:8][C:9]([O:11]CC)=O)[CH3:5].O.S(=O)(=O)(O)O>C(O)C.[Cl-].[Na+].O>[CH2:4]([O:6][C:7]1[CH2:8][C:9](=[O:11])[N:2]([CH3:1])[N:3]=1)[CH3:5] |f:5.6.7|. Procedure: Methylhydrazine (2.6 g, 0.056 mole) was added to a solution of ethyl 3,3-diethoxyacrylate (10.0 g, 0.053 mole) in ethanol (50 mL) and the mixture was heated and held at reflux for 18 hours. After cooling, water, saturated brine, and 3 mL of concentrated sulfuric acid were added; and the product was extracted with ethyl acetate. The combined extracts were dried with magnesium sulfate, filtered and concentrated in vacuo. Purification by chromatography on silica gel using ethyl acetate/cyclohexane ... The reactants are OC1=CC(=C(C(=O)OC)C=C1)OC (methyl 4-hydroxy-2-methoxybenzoate), ClCC(C)=O (chloroacetone), C([O-])([O-])=O.[K+].[K+] (potassium carbonate), CN(C=O)C (dimethylformamide). Run in C(C)(=O)OCC (ethyl acetate). The product is COC(C1=C(C=CC(=C1)OCC(C)=O)OC)=O (2-methoxy-5-(2-oxo-propoxy)-benzoic acid methyl ester). Isolated yield 102.1%. As a reaction SMILES: O[C:2]1[CH:11]=[CH:10][C:5]([C:6]([O:8][CH3:9])=[O:7])=[C:4]([O:12][CH3:13])[CH:3]=1.Cl[CH2:15][C:16](=[O:18])[CH3:17].C(=O)([O-])[O-:20].[K+].[K+].CN(C)C=O>C(OCC)(=O)C>[CH3:9][O:8][C:6](=[O:7])[C:5]1[CH:10]=[C:11]([O:20][CH2:15][C:16](=[O:18])[CH3:17])[CH:2]=[CH:3][C:4]=1[O:12][CH3:13] |f:2.3.4|. Reported procedure: Stir a mixture of methyl 4-hydroxy-2-methoxybenzoate (Danishefsky et al., J. Med. Chem. 1979, 101, 7001-7008, 0.54 g, 3 mmol), chloroacetone (6 mmol, Aldrich Chemical Company), potassium carbonate (9 mmol) and dimethylformamide at 50° C. overnight. Cool the reaction to room temperature, dilute with ethyl acetate, wash with saturated NaHCO3 solution and saturated brine. Dry (MgSO4) the organic phase, filter and concentrate the filtrate in vacuo. Purify the residue by column chromatography (silica...